Dataset: the Open Reaction Database (ORD), a public repository of structured organic reaction records. Task: describe an organic reaction: reactants, conditions, products, and yield Reactants: FC=1C=C(COC2=NC(=C(C(=N2)N)C2=CC=C(C=C2)Cl)C2=C(C=C(C=C2)Cl)Cl)C=CC1F (2-(3,4-difluorobenzyloxy)-4-(amino)-5-(4-chlorophenyl)-6-(2,4-dichlorophenyl)pyrimidine), C(C)(=O)OC(C)=O (acetic anhydride). Product: FC=1C=C(COC2=NC(=C(C(=N2)NC(C)=O)C2=CC=C(C=C2)Cl)C2=C(C=C(C=C2)Cl)Cl)C=CC1F (2-(3,4-Difluorobenzyloxy)-4-(acetylamino)-5-(4-chlorophenyl)-6-(2,4-dichlorophenyl)-pyrimidine). Reaction SMILES: [F:1][C:2]1[CH:3]=[C:4]([CH:29]=[CH:30][C:31]=1[F:32])[CH2:5][O:6][C:7]1[N:12]=[C:11]([NH2:13])[C:10]([C:14]2[CH:19]=[CH:18][C:17]([Cl:20])=[CH:16][CH:15]=2)=[C:9]([C:21]2[CH:26]=[CH:25][C:24]([Cl:27])=[CH:23][C:22]=2[Cl:28])[N:8]=1.[C:33](OC(=O)C)(=[O:35])[CH3:34]>CN(C1C=CN=CC=1)C>[F:1][C:2]1[CH:3]=[C:4]([CH:29]=[CH:30][C:31]=1[F:32])[CH2:5][O:6][C:7]1[N:12]=[C:11]([NH:13][C:33](=[O:35])[CH3:34])[C:10]([C:14]2[CH:19]=[CH:18][C:17]([Cl:20])=[CH:16][CH:15]=2)=[C:9]([C:21]2[CH:26]=[CH:25][C:24]([Cl:27])=[CH:23][C:22]=2[Cl:28])[N:8]=1. Reported procedure: The title compound was obtained by treating 2-(3,4-difluorobenzyloxy)-4-amino-5-(4-chlorophenyl)-6-(2,4-dichlorophenyl)pyrimidine (Example 33) with acetic anhydride and catalytic DMAP by the same general procedure described in Example 34. Workup and flash column chromatography on silica gel (eluted with 80/20 hexanes/ethyl acetate) afforded the desired product. HPLC/MS: m/e=536 (M++1); Rt=4.5 min. 1H-NMR 500 MHz (CDCl3): δ 2.56 (s, 3H), 5.45 (s, 2H), 7.03-7.27 (m, 9H), 7.38 (d, J=2 Hz, 1H), 8.05... Reagents/catalysts: CN(C)C=1C=CN=CC1 (DMAP). Run in C=1(C(=CC=CC1)C)C (xylene). Isolated yield 64.6%. Product: S1C=C(C=C1)C=1C=C(OCC(=O)OCC)C=CC1 (ethyl 3-(3-thienyl)phenoxyacetate). The reactants are BrC=1C=C(OCC(=O)OCC)C=CC1 (ethyl 3-bromophenoxyacetate), C(CCC)[Sn](C1=CSC=C1)(CCCC)CCCC (tri-n-butyl(3-thienyl)tin), tetrakis(triphenhylphosphine)paladium, aqueous solution, [F-].[K+] (potassium fluoride). Reaction SMILES: Br[C:2]1[CH:3]=[C:4]([CH:12]=[CH:13][CH:14]=1)[O:5][CH2:6][C:7]([O:9][CH2:10][CH3:11])=[O:8].C([Sn](CCCC)(CCCC)[C:20]1[CH:24]=[CH:23][S:22][CH:21]=1)CCC.[F-].[K+]>C1(C)C(C)=CC=CC=1>[S:22]1[CH:23]=[CH:24][C:20]([C:2]2[CH:3]=[C:4]([CH:12]=[CH:13][CH:14]=2)[O:5][CH2:6][C:7]([O:9][CH2:10][CH3:11])=[O:8])=[CH:21]1 |f:2.3|. Reported procedure: 2.6 g of the resulting ether compound, 5.3 g of tri-n-butyl(3-thienyl)tin and 20 mg of tetrakis(triphenhylphosphine)paladium were dissolved in 10 ml of xylene, and the mixture was refluxed for 5.5 hours. A 25% aqueous solution of potassium fluoride was added to the solution, and then the precipitate was removed by filtration. The organic layer separated was worked up in a customary manner, and the product was purified by silica gel column chromatography [hexane/ethyl acetate=20/1→15/1] to give 1... The reactants are CI, [H-], [Na+], CN(C)C=O, C=Cc1cc(C2(O)CC(C(=O)OC)N(C(=O)OCC[Si](C)(C)C)C2)ccc1-c1ccccc1. The product is C=Cc1cc(C2(OC)CC(C(=O)OC)N(C(=O)OCC[Si](C)(C)C)C2)ccc1-c1ccccc1. Reaction SMILES: [CH3:36][I:37].[H-:2].[Na+:1].[O:38]=[CH:39][N:40]([CH3:41])[CH3:42].[OH:3][C:4]1([c:22]2[cH:23][c:24]([CH:34]=[CH2:35])[c:25](-[c:28]3[cH:29][cH:30][cH:31][cH:32][cH:33]3)[cH:26][cH:27]2)[CH2:5][CH:6]([C:18](=[O:19])[O:20][CH3:21])[N:7]([C:9](=[O:10])[O:11][CH2:12][CH2:13][Si:14]([CH3:15])([CH3:16])[CH3:17])[CH2:8]1>>[O:3]([C:4]1([c:22]2[cH:23][c:24]([CH:34]=[CH2:35])[c:25](-[c:28]3[cH:29][cH:30][cH:31][cH:32][cH:33]3)[cH:26][cH:27]2)[CH2:5][CH:6]([C:18](=[O:19])[O:20][CH3:21])[N:7]([C:9](=[O:10])[O:11][CH2:12][CH2:13][Si:14]([CH3:15])([CH3:16])[CH3:17])[CH2:8]1)[CH3:36]. The reactants are C1(=CC=CC=C1)S(=O)(=O)NC1=C(C=2COCCC2S1)C(=O)OC (methyl 2-benzenesulphonylamino-6,7-dihydro-4H-thieno[3,2-c]pyran-3-carboxylate), C1(=CC=CC=C1)S(=O)(=O)N(C1=C(C=2COCCC2S1)C(=O)OC)S(=O)(=O)C1=CC=CC=C1 (methyl 2-[bis-(benzenesulphonyl)amino]-6,7-dihydro-4H-thieno[3,2-c]pyran-3-carboxylate), C1(=CC=CC=C1)S(=O)(=O)N(C1=C(C=2COCCC2S1)C(=O)OC)S(=O)(=O)C1=CC=CC=C1 (methyl 2-[bis-(benzenesulphonyl)amino]-6,7-dihydro-4H-thieno[3,2-c]pyran-3-carboxylate). Yields the product C1(=CC=CC=C1)S(=O)(=O)NC1=C(C=2COCCC2S1)C(=O)O (2-Benzenesulphonylamino-6,7-dihydro-4H-thieno[3,2-c]pyran-3-carboxylic acid). Reaction SMILES: [C:1]1([S:7]([NH:10][C:11]2[S:19][C:18]3[CH2:17][CH2:16][O:15][CH2:14][C:13]=3[C:12]=2[C:20]([O:22]C)=[O:21])(=[O:9])=[O:8])[CH:6]=[CH:5][CH:4]=[CH:3][CH:2]=1.C1(S(N(S(C2C=CC=CC=2)(=O)=O)C2SC3CCOCC=3C=2C(OC)=O)(=O)=O)C=CC=CC=1>>[C:1]1([S:7]([NH:10][C:11]2[S:19][C:18]3[CH2:17][CH2:16][O:15][CH2:14][C:13]=3[C:12]=2[C:20]([OH:22])=[O:21])(=[O:8])=[O:9])[CH:2]=[CH:3][CH:4]=[CH:5][CH:6]=1. Procedure details: Prepared by proceeding in a similar manner to Example 2, starting from a mixture of methyl 2-benzenesulphonylamino-6,7-dihydro-4H-thieno[3,2-c]pyran-3-carboxylate and methyl 2-[bis-(benzenesulphonyl)amino]-6,7-dihydro-4H-thieno[3,2-c]pyran-3-carboxylate (Intermediate 14)